This data is from the Open Reaction Database (ORD), a public repository of structured organic reaction records. The task is: describe an organic reaction: reactants, conditions, products, and yield The reactants are [Al+3], ClB(Cl)Cl, CSC#N, CC1(C)CCc2ccc(O)cc2O1, [Cl-], [Cl-], [Cl-], CC(Cl)Cl, [Na+], [OH-], O. The product is CC1(C)CCc2cc(C#N)c(O)cc2O1. Reaction SMILES: [Al+3:25].[B:14]([Cl:15])([Cl:16])[Cl:17].[CH3:18][S:19][C:20]#[N:21].[CH3:1][C:2]1([CH3:13])[O:3][c:4]2[cH:5][c:6]([OH:12])[cH:7][cH:8][c:9]2[CH2:10][CH2:11]1.[Cl-:22].[Cl-:23].[Cl-:24].[Cl:28][CH:29]([Cl:30])[CH3:31].[Na+:27].[OH-:26].[OH2:32]>>[CH3:1][C:2]1([CH3:13])[O:3][c:4]2[cH:5][c:6]([OH:12])[c:7]([C:20]#[N:21])[cH:8][c:9]2[CH2:10][CH2:11]1. Starting materials: C1COCCO1, CO, Cc1nc(Cl)cc(Cl)n1, N. Yields the product Cc1nc(N)cc(Cl)n1. Reaction SMILES: [CH2:13]1[O:14][CH2:15][CH2:16][O:17][CH2:18]1.[CH3:2][OH:3].[Cl:4][c:5]1[n:6][c:7]([CH3:12])[n:8][c:9]([Cl:11])[cH:10]1.[NH3:1]>>[NH2:1][c:9]1[n:8][c:7]([CH3:12])[n:6][c:5]([Cl:4])[cH:10]1. Starting materials: CC(C)(C)OC(=O)N1CCC2CN(Cc3ccccc3)CCC21, [OH-], [OH-], [Pd+2]. The product is CC(C)(C)OC(=O)N1CCC2CNCCC21. As a reaction SMILES: [C:1]([CH3:2])([CH3:3])([CH3:4])[O:5][C:6](=[O:7])[N:8]1[CH2:9][CH2:10][CH:11]2[CH2:12][N:13]([CH2:17][c:18]3[cH:19][cH:20][cH:21][cH:22][cH:23]3)[CH2:14][CH2:15][CH:16]12.[OH-:24].[OH-:26].[Pd+2:25]>>[C:1]([CH3:2])([CH3:3])([CH3:4])[O:5][C:6](=[O:7])[N:8]1[CH2:9][CH2:10][CH:11]2[CH2:12][NH:13][CH2:14][CH2:15][CH:16]12. Starting materials: CN(C([S-])=S)C.C[NH2+]C (Dimethylammonium dimethyldithiocarbamate), C(=S)=S (carbon disulfide), [N+](=O)([O-])C=CC1=CC=CC=C1 (β-nitrostyrene). The solvent is CO (methanol). Product: CN(C(SC(C1=CC=CC=C1)C[N+](=O)[O-])=S)C (α-(nitromethyl)-benzyl dimethyldithiocarbamate). Isolated yield 51.0%. As a reaction SMILES: [CH3:1][N:2]([CH3:6])[C:3](=[S:5])[S-:4].C[NH2+]C.C(=S)=S.[N+:13]([CH:16]=[CH:17][C:18]1[CH:23]=[CH:22][CH:21]=[CH:20][CH:19]=1)([O-:15])=[O:14]>CO>[CH3:1][N:2]([CH3:6])[C:3](=[S:4])[S:5][CH:17]([CH2:16][N+:13]([O-:15])=[O:14])[C:18]1[CH:23]=[CH:22][CH:21]=[CH:20][CH:19]=1 |f:0.1|. Procedure: Dimethylammonium dimethyldithiocarbamate (16.6 grams, 0.10 mole), carbon disulfide (7.6 grams, 0.10 mole), and β-nitrostyrene (14.9 grams, 0.10 mole) were dissolved in methanol (50 ml.). A rapid exothermic reaction ensued and the product precipitated. The reaction temperature was held to 35° C. with ice cooling. After several hours at 25° C., the product was filtered off, washed with methanol, and dried in air. The crude product melted at ca. 103° - 110° C. and weighed 22.9 grams (85%). Recrysta... Starting materials: BrC=1N=CNC1CSCCN (2-[(4-bromo-1H-imidazol-5-yl)methylthio]ethylamine), CSC(=C[N+](=O)[O-])SC (1,1-bis(methylthio)-2-nitroethylene), [N+](=O)([O-])C=C(NCCSCC1=C(N=CN1)Br)SC (1-nitro-2-methylthio-2-{2-[(4-bromo-1H-imidazol-5-yl)methylthio]ethylamino}ethylene), C(C#C)N (propargylamine). Yields the product [N+](=O)([O-])C=C(NCCSCC1=C(N=CN1)Br)NCC#C (1-Nitro-2-(2-propynylamino)-2-{2-[(4-bromo-1H-imidazol-5-yl)methylthio]ethylamino}ethylene). Reaction SMILES: Br[C:2]1[N:3]=CN[C:6]=1[CH2:7]SCCN.CSC(SC)=C[N+]([O-])=O.[N+:21]([CH:24]=[C:25](SC)[NH:26][CH2:27][CH2:28][S:29][CH2:30][C:31]1[NH:35][CH:34]=[N:33][C:32]=1[Br:36])([O-:23])=[O:22].C(N)C#C>>[N+:21]([CH:24]=[C:25]([NH:3][CH2:2][C:6]#[CH:7])[NH:26][CH2:27][CH2:28][S:29][CH2:30][C:31]1[NH:35][CH:34]=[N:33][C:32]=1[Br:36])([O-:23])=[O:22]. Reported procedure: When 2-[(4-bromo-1H-imidazol-5-yl)methylthio]ethylamine (prepared according to the procedure described in Belgian Patent 779,775) is reacted with 1,1-bis(methylthio)-2-nitroethylene according to the procedure of Example 6, Step A, and the resultant 1-nitro-2-methylthio-2-{2-[(4-bromo-1H-imidazol-5-yl)methylthio]ethylamino}ethylene is treated with propargylamine by the procedure of Example 6, Step B, the title compound is produced. The reactants are C(C)S(=O)(=O)C1=C(C(=C(C(=O)O)C=C1)Cl)Cl (4-Ethylsulfonyl-2,3-dichlorobenzoic Acid), [OH-].[Na+] (sodium hydroxide), Cl (hydrochloric acid). Yields the product ClC1=C(C(=O)O)C=CC(=C1O)S(=O)(=O)CC (2-Chloro-4-ethylsulfonyl-3-hydroxybenzoic Acid). Reaction SMILES: [CH2:1]([S:3]([C:6]1[CH:14]=[CH:13][C:9]([C:10]([OH:12])=[O:11])=[C:8]([Cl:15])[C:7]=1Cl)(=[O:5])=[O:4])[CH3:2].Cl.[OH-:18].[Na+]>>[Cl:15][C:8]1[C:7]([OH:18])=[C:6]([S:3]([CH2:1][CH3:2])(=[O:5])=[O:4])[CH:14]=[CH:13][C:9]=1[C:10]([OH:12])=[O:11] |f:2.3|. Procedure details: A solution of the 4-ethylsulfonyl-2,3-dichlorobenzoic acid prepared in Example 3 (0.35 mole) in 500 ml of 20% sodium hydroxide was heated at reflux for 7 hours. After cooling, the aqueous solution was acidified with concentrated hydrochloric acid and extracted twice with ethyl acetate. The ethyl acetate extracts were combined, dried over magnesium sulfate, and concentrated in vacuo to afford the crude acid. Recrystallization of the crude acid from ethyl acetate afforded the desired pure acid as ... Reactants: O=C1CCC(=O)N1Br, COC1=CC(=O)CC1, ClCCCl. Product: COC1=C(Br)C(=O)CC1. RXN SMILES: [Br:1][N:2]1[C:3](=[O:4])[CH2:5][CH2:6][C:7]1=[O:8].[CH3:9][O:10][C:11]1=[CH:12][C:13](=[O:16])[CH2:14][CH2:15]1.[Cl:17][CH2:18][CH2:19][Cl:20]>>[Br:1][C:12]1=[C:11]([O:10][CH3:9])[CH2:15][CH2:14][C:13]1=[O:16].